describe an organic reaction: reactants, conditions, products, and yield From a dataset of the Open Reaction Database (ORD), a public repository of structured organic reaction records. Reactants: [Li]CCCC, COC(=O)Cc1cc(C(F)(F)F)cc(C(F)(F)F)c1, CCOC(C)=O, CC(C)NC1CCCCC1, Clc1ncc(CI)c(Cl)n1, C1CCOC1. The product is COC(=O)C(Cc1cnc(Cl)nc1Cl)c1cc(C(F)(F)F)cc(C(F)(F)F)c1. RXN SMILES: [CH2:11]([Li:12])[CH2:13][CH2:14][CH3:15].[CH3:16][O:17][C:18]([CH2:19][c:20]1[cH:21][c:22]([C:30]([F:31])([F:32])[F:33])[cH:23][c:24]([C:26]([F:27])([F:28])[F:29])[cH:25]1)=[O:34].[CH3:50][CH2:51][O:52][C:53](=[O:54])[CH3:55].[CH:1]([NH:2][CH:3]1[CH2:4][CH2:5][CH2:6][CH2:7][CH2:8]1)([CH3:9])[CH3:10].[Cl:35][c:36]1[n:37][cH:38][c:39]([CH2:43][I:44])[c:40]([Cl:42])[n:41]1.[O:45]1[CH2:46][CH2:47][CH2:48][CH2:49]1>>[CH3:16][O:17][C:18]([CH:19]([c:20]1[cH:21][c:22]([C:30]([F:31])([F:32])[F:33])[cH:23][c:24]([C:26]([F:27])([F:28])[F:29])[cH:25]1)[CH2:43][c:39]1[cH:38][n:37][c:36]([Cl:35])[n:41][c:40]1[Cl:42])=[O:34]. The reactants are CNCC[C@H](O)C=1SC=CC1 ((S)-3-methylamino-1-(2-thienyl)-1-propanol), CNCCC(=O)C=1SC=CC1 (3-methylamino-1-(2-thienyl)-1-propanone). Product: CNCC[C@H](O)C1=CC=CC=C1 ((S)-3-methylamino-1-phenyl-1-propanol). As a reaction SMILES: [CH3:1][NH:2][CH2:3][CH2:4][C@@H:5]([C:7]1S[CH:9]=[CH:10][CH:11]=1)[OH:6].CN[CH2:14][CH2:15]C(C1SC=CC=1)=O>>[CH3:1][NH:2][CH2:3][CH2:4][C@@H:5]([C:7]1[CH:15]=[CH:14][CH:9]=[CH:10][CH:11]=1)[OH:6]. Procedure details: In particular, it opens up the possibility of obtaining enantiomerically pure or enantiomerically enriched (S)-3-methylamino-1-(2-thienyl)-1-propanol in a simple manner starting from 3-methylamino-1-(2-thienyl)-1-propanone. Likewise, enantiomerically pure or enantiomerically enriched (S)-3-methylamino-1-phenyl-1-propanol can be obtained in a simple manner starting from 3-methylamino-1-phenyl-1-propanone. Starting materials: [C-]#N, CCO, ClCCCc1ccc(CCl)cc1, [Na+]. As a reaction SMILES: [C-:1]#[N:2].[CH3:16][CH2:17][OH:18].[Cl:4][CH2:5][c:6]1[cH:7][cH:8][c:9]([CH2:12][CH2:13][CH2:14][Cl:15])[cH:10][cH:11]1.[Na+:3]>>[C:1](#[N:2])[CH2:5][c:6]1[cH:7][cH:8][c:9]([CH2:12][CH2:13][CH2:14][Cl:15])[cH:10][cH:11]1. Product: N#CCc1ccc(CCCCl)cc1. Run at time 2 hour. The solvent is ClCCl (dichloromethane), ClCCl (dichloromethane). Procedure details: To a stirred, room temperature suspension of pyridinium chlorochromate (0.720 g, 0.00334 mol) and anhydrous sodium acetate (0.0546 g, 0.000666 mol) in dichloromethane (6 mL) was added dropwise over 20 minutes a solution of N'-[2,6-bis(1-methylethyl)-phenyl]-N-[2-(8-hydroxyoctyl)-2H-tetrazol-5-yl]-N-phenyl-urea (1.09 g, 0.00221 mol) in dichloromethane (6 mL), and the mixture was stirred. After 2 hours, diethyl ether (4 mL) was added and the mixture was filtered through celite. The filtercake was ... Reactants: CC(C)C1=C(C(=CC=C1)C(C)C)NC(N(C1=CC=CC=C1)C=1N=NN(N1)CCCCCCCCO)=O (N'-[2,6-bis(1-methylethyl)-phenyl]-N-[2-(8-hydroxyoctyl)-2H-tetrazol-5-yl]-N-phenyl-urea), C(C)OCC (diethyl ether), [Cr](=O)(=O)([O-])Cl.[NH+]1=CC=CC=C1 (pyridinium chlorochromate), C(C)(=O)[O-].[Na+] (sodium acetate). The product is CC(C)C1=C(C(=CC=C1)C(C)C)NC(N(C1=CC=CC=C1)C=1N=NN(N1)CCCCCCCC=O)=O (N'-[2,6-Bis(1-methyl ethyl)phenyl]-N-[2-(8-oxooctyl)-2H-tetrazol-5-yl]-N-phenyl-urea). RXN SMILES: [Cr](Cl)([O-])(=O)=O.[NH+]1C=CC=CC=1.C([O-])(=O)C.[Na+].[CH3:17][CH:18]([C:20]1[CH:25]=[CH:24][CH:23]=[C:22]([CH:26]([CH3:28])[CH3:27])[C:21]=1[NH:29][C:30](=[O:52])[N:31]([C:38]1[N:39]=[N:40][N:41]([CH2:43][CH2:44][CH2:45][CH2:46][CH2:47][CH2:48][CH2:49][CH2:50][OH:51])[N:42]=1)[C:32]1[CH:37]=[CH:36][CH:35]=[CH:34][CH:33]=1)[CH3:19].C(OCC)C>ClCCl>[CH3:19][CH:18]([C:20]1[CH:25]=[CH:24][CH:23]=[C:22]([CH:26]([CH3:27])[CH3:28])[C:21]=1[NH:29][C:30](=[O:52])[N:31]([C:38]1[N:39]=[N:40][N:41]([CH2:43][CH2:44][CH2:45][CH2:46][CH2:47][CH2:48][CH2:49][CH:50]=[O:51])[N:42]=1)[C:32]1[CH:33]=[CH:34][CH:35]=[CH:36][CH:37]=1)[CH3:17] |f:0.1,2.3|. The reactants are CS(=O)(=O)O, CC#N, ClCCl, CCn1c(=O)c(-c2cc(NC(=O)Nc3ccccc3)c(F)cc2Cl)cc2cnc(N)cc21, O. Product: CS(=O)(=O)O, CCn1c(=O)c(-c2cc(NC(=O)Nc3ccccc3)c(F)cc2Cl)cc2cnc(N)cc21. Reaction SMILES: [CH3:1][S:2]([OH:3])(=[O:4])=[O:5].[CH3:41][C:42]#[N:43].[Cl:38][CH2:39][Cl:40].[NH2:6][c:7]1[n:8][cH:9][c:10]2[cH:11][c:12](-[c:20]3[c:21]([Cl:37])[cH:22][c:23]([F:36])[c:24]([NH:26][C:27](=[O:28])[NH:29][c:30]4[cH:31][cH:32][cH:33][cH:34][cH:35]4)[cH:25]3)[c:13](=[O:19])[n:14]([CH2:17][CH3:18])[c:15]2[cH:16]1.[OH2:44]>>[CH3:1][S:2](=[O:3])(=[O:4])[OH:5].[NH2:6][c:7]1[n:8][cH:9][c:10]2[cH:11][c:12](-[c:20]3[c:21]([Cl:37])[cH:22][c:23]([F:36])[c:24]([NH:26][C:27](=[O:28])[NH:29][c:30]4[cH:31][cH:32][cH:33][cH:34][cH:35]4)[cH:25]3)[c:13](=[O:19])[n:14]([CH2:17][CH3:18])[c:15]2[cH:16]1.